From a dataset of the Open Reaction Database (ORD), a public repository of structured organic reaction records. describe an organic reaction: reactants, conditions, products, and yield Starting materials: compound 50, NC1=C(OCCCC(=O)OCC)C=C(C=C1)C (ethyl 4-(2-amino-5-methylphenoxy)butyrate), C(C1=CC=CC=C1)(C1=CC=CC=C1)N1C=CC2=CC(=CC=C12)/C(=C/C(=O)O)/C (3-(1-benzhydrylindol-5-yl)isocrotonic acid). The product is C(C1=CC=CC=C1)(C1=CC=CC=C1)N1C=CC2=CC(=CC=C12)/C(=C/C(=O)NC1=C(OCCCC(=O)O)C=C(C=C1)C)/C (4-{2-[3-(1-benzhydrylindol-5-yl)isocrotonoylamino]-5-methylphenoxy}butyric acid). Reaction SMILES: [NH2:1][C:2]1[CH:16]=[CH:15][C:14]([CH3:17])=[CH:13][C:3]=1[O:4][CH2:5][CH2:6][CH2:7][C:8]([O:10]CC)=[O:9].[CH:18]([N:31]1[C:39]2[C:34](=[CH:35][C:36](/[C:40](/[CH3:45])=[CH:41]/[C:42](O)=[O:43])=[CH:37][CH:38]=2)[CH:33]=[CH:32]1)([C:25]1[CH:30]=[CH:29][CH:28]=[CH:27][CH:26]=1)[C:19]1[CH:24]=[CH:23][CH:22]=[CH:21][CH:20]=1>>[CH:18]([N:31]1[C:39]2[C:34](=[CH:35][C:36](/[C:40](/[CH3:45])=[CH:41]/[C:42]([NH:1][C:2]3[CH:16]=[CH:15][C:14]([CH3:17])=[CH:13][C:3]=3[O:4][CH2:5][CH2:6][CH2:7][C:8]([OH:10])=[O:9])=[O:43])=[CH:37][CH:38]=2)[CH:33]=[CH:32]1)([C:25]1[CH:26]=[CH:27][CH:28]=[CH:29][CH:30]=1)[C:19]1[CH:20]=[CH:21][CH:22]=[CH:23][CH:24]=1. Reported procedure: 406 mg of compound 50 was obtained in a similar manner to those described in the Examples 1 and 2 using 712 mg of ethyl 4-(2-amino-5-methylphenoxy)butyrate and 551 mg of 3-(1-benzhydrylindol-5-yl)isocrotonic acid obtained according to the procedures described in the Reference Examples 1-4.